This data is from the Open Reaction Database (ORD), a public repository of structured organic reaction records. The task is: describe an organic reaction: reactants, conditions, products, and yield Reaction SMILES: [Br:38][CH2:39][CH2:40][O:41][C:42]([CH3:43])=[O:44].[CH3:45][N:46]([CH3:47])[CH:48]=[O:49].[Cl:1][c:2]1[cH:3][cH:4][c:5]([C:8]2([OH:35])[C:9]([CH3:33])([CH3:34])[CH2:10][N:11]([CH2:14][CH2:15][CH:16]=[C:17]3[c:18]4[c:19]([cH:28][cH:29][c:30]([OH:32])[cH:31]4)[O:20][CH2:21][c:22]4[c:23]3[cH:24][cH:25][cH:26][n:27]4)[CH2:12][CH2:13]2)[cH:6][cH:7]1.[H-:36].[Na+:37]>>[Cl:1][c:2]1[cH:3][cH:4][c:5]([C:8]2([OH:35])[C:9]([CH3:33])([CH3:34])[CH2:10][N:11]([CH2:14][CH2:15][CH:16]=[C:17]3[c:18]4[c:19]([cH:28][cH:29][c:30]([O:32][CH2:39][CH2:40][O:41][C:42]([CH3:43])=[O:44])[cH:31]4)[O:20][CH2:21][c:22]4[c:23]3[cH:24][cH:25][cH:26][n:27]4)[CH2:12][CH2:13]2)[cH:6][cH:7]1. The reactants are CC(=O)OCCBr, CN(C)C=O, CC1(C)CN(CCC=C2c3cc(O)ccc3OCc3ncccc32)CCC1(O)c1ccc(Cl)cc1, [H-], [Na+]. The product is CC(=O)OCCOc1ccc2c(c1)C(=CCCN1CCC(O)(c3ccc(Cl)cc3)C(C)(C)C1)c1cccnc1CO2. The reactants are CCOC(=O)c1cccc(Oc2ccc([N+](=O)[O-])cc2)c1, C1CCOC1, [Li+], [OH-], O, O, O. Yields the product O=C(O)c1cccc(Oc2ccc([N+](=O)[O-])cc2)c1. RXN SMILES: [CH2:1]([CH3:2])[O:3][C:4](=[O:5])[c:6]1[cH:7][c:8]([O:9][c:10]2[cH:11][cH:12][c:13]([N+:16](=[O:17])[O-:18])[cH:14][cH:15]2)[cH:19][cH:20][cH:21]1.[CH2:22]1[O:23][CH2:24][CH2:25][CH2:26]1.[Li+:29].[OH-:28].[OH2:27].[OH2:30].[OH2:31]>>[O:3]=[C:4]([OH:5])[c:6]1[cH:7][c:8]([O:9][c:10]2[cH:11][cH:12][c:13]([N+:16](=[O:17])[O-:18])[cH:14][cH:15]2)[cH:19][cH:20][cH:21]1. Starting materials: C(=C)C1=CC=C(C=C1)O (4-Vinylphenol), O1C(COC2CC(N(C(C2)(C)C)OCCCCCCCC)(C)C)C1 (4-(2,3-epoxypropoxy)-1-octyloxy-2,2,6,6-tetra-methylpiperidine). The product is C(=C)C1=CC=C(OCC(COC2CC(N(C(C2)(C)C)OCCCCCCCC)(C)C)O)C=C1 (4-(3-[4-Vinylphenoxy]-2-hydroxypropyloxy)-1-octyloxy-2,2,6,6-tetramethylpiperidine). RXN SMILES: [CH:1]([C:3]1[CH:8]=[CH:7][C:6]([OH:9])=[CH:5][CH:4]=1)=[CH2:2].[O:10]1[CH2:33][CH:11]1[CH2:12][O:13][CH:14]1[CH2:19][C:18]([CH3:21])([CH3:20])[N:17]([O:22][CH2:23][CH2:24][CH2:25][CH2:26][CH2:27][CH2:28][CH2:29][CH3:30])[C:16]([CH3:32])([CH3:31])[CH2:15]1>>[CH:1]([C:3]1[CH:8]=[CH:7][C:6]([O:9][CH2:33][CH:11]([OH:10])[CH2:12][O:13][CH:14]2[CH2:15][C:16]([CH3:31])([CH3:32])[N:17]([O:22][CH2:23][CH2:24][CH2:25][CH2:26][CH2:27][CH2:28][CH2:29][CH3:30])[C:18]([CH3:20])([CH3:21])[CH2:19]2)=[CH:5][CH:4]=1)=[CH2:2]. Reported procedure: 4-Vinylphenol is reacted with 4-(2,3-epoxypropoxy)-1-octyloxy-2,2,6,6-tetra-methylpiperidine (=epoxide A3) analogously to Example B6) to form the title product. The reactants are S1C(=NC2=C1C=CC=C2)SCC2CC(=O)OC2=O (3-(benzothiazol-2-ylthio)-propane-1,2-dicarboxylic anhydride), C(CCC)N (n-butylamine), C(CCC)[NH3+] (butylammonium), amide. Product: C(CCC)NC(=O)C(CSC=1SC2=C(N1)C=CC=C2)CC(=O)O (1-(Benzothiazol-2-ylthio)-propane-2,3-dicarboxylic acid mono(butylamide)). RXN SMILES: [S:1]1[C:5]2[CH:6]=[CH:7][CH:8]=[CH:9][C:4]=2[N:3]=[C:2]1[S:10][CH2:11][CH:12]1[C:17](=[O:18])[O:16][C:14](=[O:15])[CH2:13]1.[CH2:19]([NH2:23])[CH2:20][CH2:21][CH3:22].C([NH3+])CCC>>[CH2:19]([NH:23][C:17]([CH:12]([CH2:13][C:14]([OH:16])=[O:15])[CH2:11][S:10][C:2]1[S:1][C:5]2[CH:6]=[CH:7][CH:8]=[CH:9][C:4]=2[N:3]=1)=[O:18])[CH2:20][CH2:21][CH3:22]. Procedure: A mixture of 7 parts of 3-(benzothiazol-2-ylthio)-propane-1,2-dicarboxylic anhydride and 3.6 parts of n-butylamine is heated at 55° for 3 hours to give the butylammonium salt of the above amide as a viscous oil (mixture of isomers).